Dataset: the Open Reaction Database (ORD), a public repository of structured organic reaction records. Task: describe an organic reaction: reactants, conditions, products, and yield Starting materials: C1=CC=CC=2CN(CC3=C(C21)C=CC=C3)C(OCC)=N (ethyl 5,7-dihydro-6H-dibenz[c,e]azepine-6-carboximidate), N1(CCOCC1)C(=O)Cl (N-morpholinecarbonyl chloride). Yields the product N1(CCOCC1)C(=O)N=C(OCC)N1CC2=C(C3=C(C1)C=CC=C3)C=CC=C2 (ethyl N-(morpholinecarbonyl)-5,7-dihydro-6H-dibenz[c,e]azepine-6-carboximidate). Reaction SMILES: [CH:1]1[C:11]2[C:10]3[CH:12]=[CH:13][CH:14]=[CH:15][C:9]=3[CH2:8][N:7]([C:16](=[NH:20])[O:17][CH2:18][CH3:19])[CH2:6][C:5]=2[CH:4]=[CH:3][CH:2]=1.[N:21]1([C:27](Cl)=[O:28])[CH2:26][CH2:25][O:24][CH2:23][CH2:22]1>>[N:21]1([C:27]([N:20]=[C:16]([N:7]2[CH2:6][C:5]3[CH:4]=[CH:3][CH:2]=[CH:1][C:11]=3[C:10]3[CH:12]=[CH:13][CH:14]=[CH:15][C:9]=3[CH2:8]2)[O:17][CH2:18][CH3:19])=[O:28])[CH2:26][CH2:25][O:24][CH2:23][CH2:22]1. Reported procedure: starting from ethyl 5,7-dihydro-6H-dibenz[c,e]azepine-6-carboximidate and N-morpholinecarbonyl chloride, there is obtained ethyl N-(morpholinecarbonyl)-5,7-dihydro-6H-dibenz[c,e]azepine-6-carboximidate as a resin, mass spectrum m/e: M+ 379 (12), 350 (22), 293 (77), 194 (100), 167 (98), 114 (5); Starting materials: c1ccc(COCC2CO2)cc1, CO, Cc1ccccc1, [Na+], [OH-], O, NCCOS(=O)(=O)O. Product: c1ccc(COCC2CNCCO2)cc1. RXN SMILES: [CH2:1]([c:2]1[cH:3][cH:4][cH:5][cH:6][cH:7]1)[O:8][CH2:9][CH:10]1[O:11][CH2:12]1.[CH3:24][OH:25].[CH3:26][c:27]1[cH:28][cH:29][cH:30][cH:31][cH:32]1.[Na+:14].[OH-:13].[OH2:23].[S:15]([OH:16])([O:17][CH2:19][CH2:20][NH2:21])(=[O:18])=[O:22]>>[CH2:1]([c:2]1[cH:3][cH:4][cH:5][cH:6][cH:7]1)[O:8][CH2:9][CH:10]1[O:11][CH2:19][CH2:20][NH:21][CH2:12]1. Starting materials: COCN(c1cc(Cl)cnc1Br)S(=O)(=O)c1ccc(Cl)c(C(F)(F)F)c1, CC(C)(C)OC(=O)Nc1ncccc1C=O, C1CCOC1, CC(C)[Mg+], [Cl-]. Product: COCN(c1cc(Cl)cnc1C(O)c1cccnc1NC(=O)OC(C)(C)C)S(=O)(=O)c1ccc(Cl)c(C(F)(F)F)c1. RXN SMILES: [Br:1][c:2]1[n:3][cH:4][c:5]([Cl:26])[cH:6][c:7]1[N:8]([S:9](=[O:10])(=[O:11])[c:12]1[cH:13][c:14]([C:19]([F:20])([F:21])[F:22])[c:15]([Cl:18])[cH:16][cH:17]1)[CH2:23][O:24][CH3:25].[C:32]([CH3:33])([CH3:34])([CH3:35])[O:36][C:37]([NH:38][c:39]1[n:40][cH:41][cH:42][cH:43][c:44]1[CH:45]=[O:46])=[O:47].[CH2:48]1[O:49][CH2:50][CH2:51][CH2:52]1.[CH:28]([Mg+:29])([CH3:30])[CH3:31].[Cl-:27]>>[c:2]1([CH:45]([c:44]2[c:39]([NH:38][C:37]([O:36][C:32]([CH3:33])([CH3:34])[CH3:35])=[O:47])[n:40][cH:41][cH:42][cH:43]2)[OH:46])[n:3][cH:4][c:5]([Cl:26])[cH:6][c:7]1[N:8]([S:9](=[O:10])(=[O:11])[c:12]1[cH:13][c:14]([C:19]([F:20])([F:21])[F:22])[c:15]([Cl:18])[cH:16][cH:17]1)[CH2:23][O:24][CH3:25]. Reactants: C1(=CC=CC=C1)C (toluene), C(C)(P(OCC)(=O)OCC)P(OCC)(=O)OCC (tetraethyl ethane-1,1-bisphosphonate), C(C)(P(OCC)(=O)OCC)P(OCC)(=O)OCC (tetraethyl ethane-1,1-bisphosphonate), C(=C)C(C1=CC=CC=C1)Cl (vinylbenzyl chloride), [H][H] (hydrogen), [H-].[Na+] (sodium hydride), C(=C)C(C1=CC=CC=C1)Cl (vinylbenzyl chloride). The product is C(=C)C1=C(C=CC=C1)CC(C)(P(OCC)(=O)OCC)P(OCC)(=O)OCC (Tetraethyl 1-(vinylphenyl)propane-2,2-bisphosphonate). Yield: 81.0%. As a reaction SMILES: [CH:1]([P:11]([O:16][CH2:17][CH3:18])(=[O:15])[O:12][CH2:13][CH3:14])([P:3]([O:8][CH2:9][CH3:10])(=[O:7])[O:4][CH2:5][CH3:6])[CH3:2].[CH:19]([CH:21](Cl)[C:22]1[CH:27]=[CH:26][CH:25]=[CH:24][CH:23]=1)=C.[H-].[Na+].[H][H].[C:33]1(C)C=CC=CC=1>>[CH:21]([C:22]1[CH:27]=[CH:26][CH:25]=[CH:24][C:23]=1[CH2:2][C:1]([P:3]([O:4][CH2:5][CH3:6])(=[O:7])[O:8][CH2:9][CH3:10])([P:11]([O:16][CH2:17][CH3:18])(=[O:15])[O:12][CH2:13][CH3:14])[CH3:33])=[CH2:19] |f:2.3|. Reported procedure: Tetraethyl 1-(vinylphenyl)propane-2,2-bisphosphonate (4) was prepared from compound (3) and vinylbenzyl chloride, of which 70% was in meta- and 30% in para-form, in the following manner. In a flame dried two-necked flask equipped with a dropping funnel and protected with nitrogen gas 100 ml of dry toluene and 2.69 g (0.112 moles) of dry sodium hydride were introduced. Mixing was started and 30.0 g (0.099 moles) of compound (3) was dropped to the mixture. When the addition was complete and the re... The reactants are OC1=CC=C(OCC2=NC3=CC=CC=C3C=C2)C=C1 (2-(4-hydroxyphenoxy)methylquinoline), BrCC1=CC=CC=2C(C=C(OC21)C#N)=O (8-bromomethyl-2-cyano-4-oxo-4H-1-benzopyran), C([O-])([O-])=O.[K+].[K+] (potassium carbonate). Run in CN(C=O)C (dimethylformamide), C(C)OC(C)=O (ethylacetate). Product: C(#N)C=1OC2=C(C(C1)=O)C=CC=C2COC2=CC=C(C=C2)OCC2=NC1=CC=CC=C1C=C2 (2-cyano-8-(4-(quinolin-2-ylmethoxy)phenoxymethyl)-4-oxo-4H-1-benzopyran). The yield is 27.4%. Reaction SMILES: [OH:1][C:2]1[CH:19]=[CH:18][C:5]([O:6][CH2:7][C:8]2[CH:17]=[CH:16][C:15]3[C:10](=[CH:11][CH:12]=[CH:13][CH:14]=3)[N:9]=2)=[CH:4][CH:3]=1.Br[CH2:21][C:22]1[C:31]2[O:30][C:29]([C:32]#[N:33])=[CH:28][C:27](=[O:34])[C:26]=2[CH:25]=[CH:24][CH:23]=1.C(=O)([O-])[O-].[K+].[K+]>CN(C)C=O.C(OC(=O)C)C>[C:32]([C:29]1[O:30][C:31]2[C:22]([CH2:21][O:1][C:2]3[CH:3]=[CH:4][C:5]([O:6][CH2:7][C:8]4[CH:17]=[CH:16][C:15]5[C:10](=[CH:11][CH:12]=[CH:13][CH:14]=5)[N:9]=4)=[CH:18][CH:19]=3)=[CH:23][CH:24]=[CH:25][C:26]=2[C:27](=[O:34])[CH:28]=1)#[N:33] |f:2.3.4|. Procedure: 1.0 g of 2-(4-hydroxyphenoxy)methylquinoline, 1.0 g of 8-bromomethyl-2-cyano-4-oxo-4H-1-benzopyran and 0.5 g of potassium carbonate are stirred at room temperature in 5 ml of dimethylformamide for 2 days. The reaction mixture is diluted with ethylacetate, filtered and concentrated. The residue is chromatographed on silica gel to give 0.45 g of 2-cyano-8-(4-(quinolin-2-ylmethoxy)phenoxymethyl)-4-oxo-4H-1-benzopyran. The reactants are CO, CN(C)N, CCOC(C)=O, O=[N+]([O-])c1ccc(Oc2cc3cn(C4CCCCO4)nc3cc2C2CC2)c(F)c1, ClCCl. Product: Nc1ccc(Oc2cc3cn(C4CCCCO4)nc3cc2C2CC2)c(F)c1. RXN SMILES: [CH3:30][OH:31].[CH3:32][N:33]([CH3:34])[NH2:35].[CH3:36][CH2:37][O:38][C:39]([CH3:40])=[O:41].[CH:1]1([c:4]2[c:5]([O:19][c:20]3[c:21]([F:29])[cH:22][c:23]([N+:26]([O-:27])=[O:28])[cH:24][cH:25]3)[cH:6][c:7]3[cH:8][n:9]([CH:13]4[O:14][CH2:15][CH2:16][CH2:17][CH2:18]4)[n:10][c:11]3[cH:12]2)[CH2:2][CH2:3]1.[Cl:42][CH2:43][Cl:44]>>[CH:1]1([c:4]2[c:5]([O:19][c:20]3[c:21]([F:29])[cH:22][c:23]([NH2:26])[cH:24][cH:25]3)[cH:6][c:7]3[cH:8][n:9]([CH:13]4[O:14][CH2:15][CH2:16][CH2:17][CH2:18]4)[n:10][c:11]3[cH:12]2)[CH2:2][CH2:3]1.